Dataset: the Open Reaction Database (ORD), a public repository of structured organic reaction records. Task: describe an organic reaction: reactants, conditions, products, and yield The reactants are CN(C)P(=O)(N(C)C)N(C)C, CC(C)Br, CCOC(=O)C(F)c1ccc(Cl)cc1, [H-], [Na+], c1ccccc1. Product: CCOC(=O)C(F)(c1ccc(Cl)cc1)C(C)C. RXN SMILES: [CH3:21][N:22]([P:23]([N:24]([CH3:25])[CH3:26])([N:27]([CH3:28])[CH3:29])=[O:30])[CH3:31].[CH:15]([CH3:16])([CH3:17])[Br:18].[F:1][CH:2]([C:3](=[O:4])[O:5][CH2:6][CH3:7])[c:8]1[cH:9][cH:10][c:11]([Cl:14])[cH:12][cH:13]1.[H-:19].[Na+:20].[cH:32]1[cH:33][cH:34][cH:35][cH:36][cH:37]1>>[F:1][C:2]([C:3](=[O:4])[O:5][CH2:6][CH3:7])([c:8]1[cH:9][cH:10][c:11]([Cl:14])[cH:12][cH:13]1)[CH:15]([CH3:16])[CH3:17]. Reactants: CCOC(C)=O, C, ClCCl, CC(C)n1cc(-c2cc(F)c(F)c(F)c2)c2ccc(N)cc21, O=S(=O)(Cl)Cl, c1ccncc1. The product is CC(C)n1cc(-c2cc(F)c(F)c(F)c2)c2ccc(NS(C)(=O)=O)cc21. RXN SMILES: [CH3:38][CH2:39][O:40][C:41](=[O:42])[CH3:43].[CH4:37].[Cl:23][CH2:24][Cl:25].[NH2:1][c:2]1[cH:3][cH:4][c:5]2[c:6](-[c:14]3[cH:15][c:16]([F:22])[c:17]([F:21])[c:18]([F:20])[cH:19]3)[cH:7][n:8]([CH:11]([CH3:12])[CH3:13])[c:9]2[cH:10]1.[S:32](=[O:33])(=[O:34])([Cl:35])[Cl:36].[cH:26]1[cH:27][cH:28][n:29][cH:30][cH:31]1>>[NH:1]([c:2]1[cH:3][cH:4][c:5]2[c:6](-[c:14]3[cH:15][c:16]([F:22])[c:17]([F:21])[c:18]([F:20])[cH:19]3)[cH:7][n:8]([CH:11]([CH3:12])[CH3:13])[c:9]2[cH:10]1)[S:32](=[O:33])(=[O:34])[CH3:37]. Yields the product CCOC(=O)C(C)(C)C(O[Si](C)(C)C(C)(C)C)C(C)NC(=O)OCc1ccccc1. As a reaction SMILES: [CH2:1]([CH3:2])[O:3][C:4]([C:5]([CH:6]([CH:7]([CH3:8])[NH:9][C:10](=[O:11])[O:12][CH2:13][c:14]1[cH:15][cH:16][cH:17][cH:18][cH:19]1)[OH:20])([CH3:21])[CH3:22])=[O:23].[CH2:48]1[O:49][CH2:50][CH2:51][CH2:52]1.[CH3:39][c:40]1[n:41][c:42]([CH3:43])[cH:44][cH:45][cH:46]1.[F:24][C:25]([F:26])([F:27])[S:28]([O:29][Si:30]([CH3:31])([CH3:32])[C:33]([CH3:34])([CH3:35])[CH3:36])(=[O:37])=[O:38].[OH2:47]>>[CH2:1]([CH3:2])[O:3][C:4]([C:5]([CH:6]([CH:7]([CH3:8])[NH:9][C:10](=[O:11])[O:12][CH2:13][c:14]1[cH:15][cH:16][cH:17][cH:18][cH:19]1)[O:20][Si:30]([CH3:31])([CH3:32])[C:33]([CH3:34])([CH3:35])[CH3:36])([CH3:21])[CH3:22])=[O:23]. The reactants are CCOC(=O)C(C)(C)C(O)C(C)NC(=O)OCc1ccccc1, C1CCOC1, Cc1cccc(C)n1, CC(C)(C)[Si](C)(C)OS(=O)(=O)C(F)(F)F, O.